Dataset: the Open Reaction Database (ORD), a public repository of structured organic reaction records. Task: describe an organic reaction: reactants, conditions, products, and yield Reactants: ClCCCBr, Cc1ccc(O)cc1, O. Product: Cc1ccc(OCCCCl)cc1. As a reaction SMILES: [Br:9][CH2:10][CH2:11][CH2:12][Cl:13].[CH3:1][c:2]1[cH:3][cH:4][c:5]([OH:6])[cH:7][cH:8]1.[OH2:14]>>[CH3:1][c:2]1[cH:3][cH:4][c:5]([O:6][CH2:10][CH2:11][CH2:12][Cl:13])[cH:7][cH:8]1. Starting materials: ClC=1C=C(C=CC1Cl)[C@H]1[C@@H](CN(CCO1)C(=O)OC(C)(C)C)CNS(=O)(=O)C=C (tert-butyl (6S,7R)-7-(3,4-dichlorophenyl)-6-{[(ethenylsulfonyl)amino]methyl}-1,4-oxazepane-4-carboxylate), C[O-].[Na+].CO (sodium methoxide methanol). Solvent: C(C)(=O)OCC (ethyl acetate), CO (methanol). Reaction conditions: temperature 60 celsius, time 4 hour. Yields the product ClC=1C=C(C=CC1Cl)[C@H]1[C@@H](CN(CCO1)C(=O)OC(C)(C)C)CNS(=O)(=O)CCOC (tert-butyl (6S,7R)-7-(3,4-dichlorophenyl)-6-({[(2-methoxyethyl)sulfonyl]amino}methyl)-1,4-oxazepane-4-carboxylate). RXN SMILES: [Cl:1][C:2]1[CH:3]=[C:4]([C@@H:9]2[O:15][CH2:14][CH2:13][N:12]([C:16]([O:18][C:19]([CH3:22])([CH3:21])[CH3:20])=[O:17])[CH2:11][C@H:10]2[CH2:23][NH:24][S:25]([CH:28]=[CH2:29])(=[O:27])=[O:26])[CH:5]=[CH:6][C:7]=1[Cl:8].[CH3:30][O-:31].[Na+].CO>CO.C(OCC)(=O)C>[Cl:1][C:2]1[CH:3]=[C:4]([C@@H:9]2[O:15][CH2:14][CH2:13][N:12]([C:16]([O:18][C:19]([CH3:22])([CH3:21])[CH3:20])=[O:17])[CH2:11][C@H:10]2[CH2:23][NH:24][S:25]([CH2:28][CH2:29][O:31][CH3:30])(=[O:26])=[O:27])[CH:5]=[CH:6][C:7]=1[Cl:8] |f:1.2.3|. Procedure details: To a solution of tert-butyl (6S,7R)-7-(3,4-dichlorophenyl)-6-{[(ethenylsulfonyl)amino]methyl}-1,4-oxazepane-4-carboxylate (200 mg) in methanol (1 mL) was added 28% sodium methoxide-methanol (4 mL) solution at room temperature, and the mixture was stirred at 60° C. for 4 hr. The reaction mixture was diluted with ethyl acetate. The diluted solution was washed with distilled water and brine, and dried over anhydrous magnesium sulfate. The solvent was evaporated under reduced pressure, and the resid...